From a dataset of the Open Reaction Database (ORD), a public repository of structured organic reaction records. describe an organic reaction: reactants, conditions, products, and yield Starting materials: Br.BrCCC1=C(N=C2SCCCN2C1=O)C (7-(2-bromoethyl)-3,4-dihydro-8-methyl-2H,6H-pyrimido[2,1-b][1,3]thiazin-6-one monohydrobromide), CC1=CC=CC=2C(=NOC21)N2CCNCC2 (7-methyl-3-(1-piperazinyl)-1,2-benzisoxazole), C([O-])([O-])=O.[Na+].[Na+] (sodium carbonate), CN(C=O)C (N,N-dimethylformamide). The solvent is O (water). Reaction conditions: temperature 90 celsius, time 8 hour. Product: CC=1N=C2SCCCN2C(C1CCN1CCN(CC1)C1=NOC2=C1C=CC=C2C)=O (3,4-dihydro-8-methyl-7-[2-[4-(7-methyl-1,2-benzisoxazol-3-yl)-1-piperazinyl]ethyl]-2H,6H-pyrimido[2,1-b][1,3]-thiazin-6-one). Yield: 44.6%. As a reaction SMILES: Br.Br[CH2:3][CH2:4][C:5]1[C:14](=[O:15])[N:13]2[C:8]([S:9][CH2:10][CH2:11][CH2:12]2)=[N:7][C:6]=1[CH3:16].[CH3:17][C:18]1[C:26]2[O:25][N:24]=[C:23]([N:27]3[CH2:32][CH2:31][NH:30][CH2:29][CH2:28]3)[C:22]=2[CH:21]=[CH:20][CH:19]=1.C(=O)([O-])[O-].[Na+].[Na+].CN(C)C=O>O>[CH3:16][C:6]1[N:7]=[C:8]2[N:13]([C:14](=[O:15])[C:5]=1[CH2:4][CH2:3][N:30]1[CH2:31][CH2:32][N:27]([C:23]3[C:22]4[CH:21]=[CH:20][CH:19]=[C:18]([CH3:17])[C:26]=4[O:25][N:24]=3)[CH2:28][CH2:29]1)[CH2:12][CH2:11][CH2:10][S:9]2 |f:0.1,3.4.5|. Procedure details: A mixture of 7.4 parts of 7-(2-bromoethyl)-3,4-dihydro-8-methyl-2H,6H-pyrimido[2,1-b][1,3]thiazin-6-one monohydrobromide, 4.4 parts of 7-methyl-3-(1-piperazinyl)-1,2-benzisoxazole, 10 parts of sodium carbonate and 94 parts of N,N-dimethylformamide was stirred overnight at 90° C. After cooling, the reaction mixture was poured into water and the product was extracted with 4-methyl-2-pentanone. The extract was dried, filtered and evaporated. The residue was purified by column chromatography over si... Starting materials: COC=1C=C(C(=O)N2CC(CC2)(CCS(=O)(=O)C)C2=CC(=C(C=C2)OC)OC)C=C(C1OC)OC (1-(3,4,5-trimethoxy-benzoyl)-3-(3,4-dimethoxy-phenyl)-3-(2-methanesulfonyl-ethyl)-pyrrolidine), C(C)(=O)OCC.CO (ethyl acetate methanol), FC1=CC=C(CN2C(=NC3=C2C=CC=C3)C(=O)C3CCNCC3)C=C1 (4-[1-(4-fluoro-benzyl)-1 H-benzoimidazole-2-carbonyl]-piperidine), C(C)(C)N(CC)C(C)C (diisopropylethylamine). Solvent: C(C)#N (acetonitrile), ClCCl (dichloromethane), C(C)(=O)OCC (ethyl acetate). Conditions: time 18 hour. Product: COC=1C=C(C(=O)N2CC(CC2)(C2=CC(=C(C=C2)OC)OC)CCN2CCC(CC2)C(=O)C2=NC3=C(N2CC2=CC=C(C=C2)F)C=CC=C3)C=C(C1OC)OC (1-(3,4,5-Trimethoxy-benzoyl)-3-[2-[4-[1-(4-fluoro-benzyl)-1H-benzoimidazole-2-carbonyl]-piperidin-1-yl]-ethyl]-3-(3,4-dimethoxy-phenyl)-pyrrolidine). As a reaction SMILES: [CH3:1][O:2][C:3]1[CH:4]=[C:5]([CH:29]=[C:30]([O:34][CH3:35])[C:31]=1[O:32][CH3:33])[C:6]([N:8]1[CH2:12][CH2:11][C:10]([C:19]2[CH:24]=[CH:23][C:22]([O:25][CH3:26])=[C:21]([O:27][CH3:28])[CH:20]=2)([CH2:13][CH2:14]S(C)(=O)=O)[CH2:9]1)=[O:7].[F:36][C:37]1[CH:60]=[CH:59][C:40]([CH2:41][N:42]2[C:46]3[CH:47]=[CH:48][CH:49]=[CH:50][C:45]=3[N:44]=[C:43]2[C:51]([CH:53]2[CH2:58][CH2:57][NH:56][CH2:55][CH2:54]2)=[O:52])=[CH:39][CH:38]=1.C(N(C(C)C)CC)(C)C.C(OCC)(=O)C.CO>C(#N)C.C(OCC)(=O)C.ClCCl>[CH3:1][O:2][C:3]1[CH:4]=[C:5]([CH:29]=[C:30]([O:34][CH3:35])[C:31]=1[O:32][CH3:33])[C:6]([N:8]1[CH2:12][CH2:11][C:10]([CH2:13][CH2:14][N:56]2[CH2:57][CH2:58][CH:53]([C:51]([C:43]3[N:42]([CH2:41][C:40]4[CH:39]=[CH:38][C:37]([F:36])=[CH:60][CH:59]=4)[C:46]4[CH:47]=[CH:48][CH:49]=[CH:50][C:45]=4[N:44]=3)=[O:52])[CH2:54][CH2:55]2)([C:19]2[CH:24]=[CH:23][C:22]([O:25][CH3:26])=[C:21]([O:27][CH3:28])[CH:20]=2)[CH2:9]1)=[O:7] |f:3.4|. Procedure: Combine 1-(3,4,5-trimethoxy-benzoyl)-3-(3,4-dimethoxy-phenyl)-3-(2-methanesulfonyl-ethyl)-pyrrolidine (0.5 g, 0.96 mmol) and 4-[1-(4-fluoro-benzyl)-1 H-benzoimidazole-2-carbonyl]-piperidine (0.49 g, 1.44 mmol), and diisopropylethylamine (0.33 mL, 1.92 mmol) in acetonitrile (5 mL). Heat to reflux. After 18 hours, cool and dilute with ethyl acetate. Extract twice with 5% sodium bicarbonate solution, twice with water, and with saturated sodium chloride solution. Dry the organic layer over Na2SO4, f... The reactants are O=C1CCC(=O)N1Br, O=C(OOC(=O)c1ccccc1)c1ccccc1, ClC(Cl)(Cl)Cl, CCCn1nnn(-c2cc(OC(C)C)c(C)cc2Cl)c1=O. The product is CCCn1nnn(-c2cc(OC(C)C)c(CBr)cc2Cl)c1=O. RXN SMILES: [Br:22][N:23]1[C:24](=[O:25])[CH2:26][CH2:27][C:28]1=[O:29].[C:30]([O:31][O:32][C:33](=[O:34])[c:35]1[cH:36][cH:37][cH:38][cH:39][cH:40]1)(=[O:41])[c:42]1[cH:43][cH:44][cH:45][cH:46][cH:47]1.[C:48]([Cl:49])([Cl:50])([Cl:51])[Cl:52].[Cl:1][c:2]1[c:3](-[n:13]2[n:14][n:15][n:16]([CH2:19][CH2:20][CH3:21])[c:17]2=[O:18])[cH:4][c:5]([O:9][CH:10]([CH3:11])[CH3:12])[c:6]([CH3:8])[cH:7]1>>[Cl:1][c:2]1[c:3](-[n:13]2[n:14][n:15][n:16]([CH2:19][CH2:20][CH3:21])[c:17]2=[O:18])[cH:4][c:5]([O:9][CH:10]([CH3:11])[CH3:12])[c:6]([CH2:8][Br:22])[cH:7]1. The reactants are C(C)(=O)Cl (acetyl chloride), C[C@@H](CC(=O)OC)CCC(C)=O ((R)-Methyl 3-methyl-6-oxoheptanoate), Cl.BrC1=CC=C(CN(N)C2=CC=C(C=C2)OC)C=C1 (N-(p-Bromobenzyl)-N-(4-methoxyphenyl)hydrazine hydrochloride), C(C)(=O)O (acetic acid). Solvent: C1(=CC=CC=C1)C (toluene). Conditions: time 1.5 hour. The product is BrC1=CC=C(CN2C(=C(C3=CC(=CC=C23)OC)C[C@H](CC(=O)OC)C)C)C=C1 ((R)-Methyl 4-(1-(4-bromobenzyl)-5-methoxy-2-methyl-1H-indol-3-yl)-3-methylbutanoate). As a reaction SMILES: [CH3:1][C@H:2]([CH2:8][CH2:9][C:10](=O)[CH3:11])[CH2:3][C:4]([O:6][CH3:7])=[O:5].Cl.[Br:14][C:15]1[CH:31]=[CH:30][C:18]([CH2:19][N:20]([C:22]2[CH:27]=[CH:26][C:25]([O:28][CH3:29])=[CH:24][CH:23]=2)N)=[CH:17][CH:16]=1.C(O)(=O)C.C(Cl)(=O)C>C1(C)C=CC=CC=1>[Br:14][C:15]1[CH:31]=[CH:30][C:18]([CH2:19][N:20]2[C:22]3[C:23](=[CH:24][C:25]([O:28][CH3:29])=[CH:26][CH:27]=3)[C:9]([CH2:8][C@@H:2]([CH3:1])[CH2:3][C:4]([O:6][CH3:7])=[O:5])=[C:10]2[CH3:11])=[CH:17][CH:16]=1 |f:1.2|. Procedure: A mixture of ketone from Step 3 (92 mg, 0.3 mmol), N-(4-bromobenzyl)-N-(4-methoxyphenyl))hydrazine (52 mg, 0.3 mmol) from Example 1, Step 5, acetic acid (36 mg, 0.6 mmol) and toluene (3 mL) was stirred at room temperature for 1.5 h. The solvent was evaporated and replaced by ethanol (3 mL). Then acetyl chloride (110 mg, 5 eq) was added and the mixture was heated at 60° C. for 45 min. After evaporation of the ethanol, the mixture was chromatographed on silica gel, eluting with a 1:3 mixture of Et... Starting materials: BrC=1C=C(C(=O)OC)C=CC1 (methyl 3-bromobenzoate), ClC1=CC=C(N)C=C1 (4-chloroaniline), methyl ester, Compound 8. Product: COC(C1=CC(=CC=C1)NC1=CC=C(C=C1)Cl)=O (3-[N-(4-Chlorophenyl)amino]benzoic acid methyl ester). As a reaction SMILES: Br[C:2]1[CH:3]=[C:4]([CH:9]=[CH:10][CH:11]=1)[C:5]([O:7][CH3:8])=[O:6].[Cl:12][C:13]1[CH:19]=[CH:18][C:16]([NH2:17])=[CH:15][CH:14]=1>>[CH3:8][O:7][C:5](=[O:6])[C:4]1[CH:9]=[CH:10][CH:11]=[C:2]([NH:17][C:16]2[CH:18]=[CH:19][C:13]([Cl:12])=[CH:14][CH:15]=2)[CH:3]=1. Reported procedure: Reaction of methyl 3-bromobenzoate with 4-chloroaniline according to general procedure A provided methyl ester of Compound 8 as a yellow oil (52% yield). 1H NMR (CDCl3, 500 MHz): δ=7.70 (s, 1H), 7.61 (d, J=7.6 Hz, 1H), 7.33 (t, J=7.9 Hz, 1H), 7.21-7.27 (m, 3H), 7.01 (d, J=8.8 Hz, 2H), 5.78 (s, 1H), 3.91 (s, 3H). 13C NMR (CDCl3, 125 MHz): δ=167.2, 143.4, 141.4, 131.7, 129.7, 126.7, 122.5, 122.0, 119.8, 118.7, 52.4.